Dataset: the Open Reaction Database (ORD), a public repository of structured organic reaction records. Task: describe an organic reaction: reactants, conditions, products, and yield Starting materials: C1(=CC=CC=C1)C1OCC(CO1)C1(CCCCC1)CCN1CCC(CC1)N(C(=O)C=1OC=CC1)C1=NC=C(C=C1)C (N-[1-[2-[1-(2-phenyl-1,3-dioxan-5-yl)cyclohexyl]ethyl]piperidin-4-yl]-N-(5-methylpyridin-2-yl)-2-furancarboxamide), Cl (hydrochloric acid). Run in CO (methanol). Conditions: time 2 hour. The product is OCC(CO)C1(CCCCC1)CCN1CCC(CC1)N(C(=O)C=1OC=CC1)C1=NC=C(C=C1)C (N-[1-[2-[1-[1,3-Dihydroxypropan-2-yl]cyclohexyl]ethyl]piperidin-4-yl]-N-(5-methylpyridin-2-yl)-2-furancarboxamide). RXN SMILES: C1(C2[O:12][CH2:11][CH:10]([C:13]3([CH2:19][CH2:20][N:21]4[CH2:26][CH2:25][CH:24]([N:27]([C:35]5[CH:40]=[CH:39][C:38]([CH3:41])=[CH:37][N:36]=5)[C:28]([C:30]5[O:31][CH:32]=[CH:33][CH:34]=5)=[O:29])[CH2:23][CH2:22]4)[CH2:18][CH2:17][CH2:16][CH2:15][CH2:14]3)[CH2:9][O:8]2)C=CC=CC=1.Cl>CO>[OH:12][CH2:11][CH:10]([C:13]1([CH2:19][CH2:20][N:21]2[CH2:22][CH2:23][CH:24]([N:27]([C:35]3[CH:40]=[CH:39][C:38]([CH3:41])=[CH:37][N:36]=3)[C:28]([C:30]3[O:31][CH:32]=[CH:33][CH:34]=3)=[O:29])[CH2:25][CH2:26]2)[CH2:14][CH2:15][CH2:16][CH2:17][CH2:18]1)[CH2:9][OH:8]. Procedure: To a solution of N-[1-[2-[1-(2-phenyl-1,3-dioxan-5-yl)cyclohexyl]ethyl]piperidin-4-yl]-N-(5-methylpyridin-2-yl)-2-furancarboxamide (110 mg) in methanol (5 mL) was added 4N hydrochloric acid (0.5 mL). After stirring the solution at room temperature for 2 hours, it was concentrated under reduced pressure. Saturated aqueous sodium bicarbonate solution was added to the residue and it was extracted with chloroform. The combined organic layer was dried over anhydrous sodium sulfate and concentrated un... RXN SMILES: [Br:5][c:6]1[cH:7][cH:8][c:9]([CH:12]([C:13]([C:14](=[O:15])[O:16][CH3:17])=[CH2:18])[OH:19])[cH:10][cH:11]1.[CH2:37]1[O:38][CH2:39][CH2:40][CH2:41]1.[CH3:1][C:2](=[O:3])[Cl:4].[CH3:20][c:21]1[cH:22][cH:23][c:24]([S:27]([NH2:28])(=[O:29])=[O:30])[cH:25][cH:26]1.[CH3:42][CH2:43][O:44][C:45]([CH3:46])=[O:47].[K+:31].[K+:32].[O-:33][C:34]([O-:35])=[O:36]>>[Br:5][c:6]1[cH:7][cH:8][c:9]([CH:12]=[C:13]([C:14](=[O:15])[O:16][CH3:17])[CH2:18][NH:28][S:27]([c:24]2[cH:23][cH:22][c:21]([CH3:20])[cH:26][cH:25]2)(=[O:29])=[O:30])[cH:10][cH:11]1. The product is COC(=O)C(=Cc1ccc(Br)cc1)CNS(=O)(=O)c1ccc(C)cc1. Starting materials: C=C(C(=O)OC)C(O)c1ccc(Br)cc1, C1CCOC1, CC(=O)Cl, Cc1ccc(S(N)(=O)=O)cc1, CCOC(C)=O, [K+], [K+], O=C([O-])[O-].